This data is from the Open Reaction Database (ORD), a public repository of structured organic reaction records. The task is: describe an organic reaction: reactants, conditions, products, and yield Reactants: C1(=CC=CC=C1)P(C1=CC=CC=C1)(C1=CC=CC=C1)=CC(=O)OCC1=CC=CC=C1 (Benzyl (triphenylphosphoranylidene)acetate), O1CCOC12CCC(CC2)=O (1,4-dioxaspiro[4,5]decan-8-one). Run in C1(=CC=CC=C1)C (toluene). Conditions: temperature 95 celsius, time 48 hour. The product is O1CCOC12CCC(CC2)=CC(=O)OCC2=CC=CC=C2 (Benzyl 2-(1,4-dioxaspiro[4,5]decan-8-ylidene)acetate). The yield is 92.1%. As a reaction SMILES: C1(P(=[CH:20][C:21]([O:23][CH2:24][C:25]2[CH:30]=[CH:29][CH:28]=[CH:27][CH:26]=2)=[O:22])(C2C=CC=CC=2)C2C=CC=CC=2)C=CC=CC=1.[O:31]1[C:35]2([CH2:40][CH2:39][C:38](=O)[CH2:37][CH2:36]2)[O:34][CH2:33][CH2:32]1>C1(C)C=CC=CC=1>[O:31]1[C:35]2([CH2:40][CH2:39][C:38](=[CH:20][C:21]([O:23][CH2:24][C:25]3[CH:26]=[CH:27][CH:28]=[CH:29][CH:30]=3)=[O:22])[CH2:37][CH2:36]2)[O:34][CH2:33][CH2:32]1. Procedure: Benzyl (triphenylphosphoranylidene)acetate (47.30 g, 115.2 mmol) was added to a solution of 1,4-dioxaspiro[4,5]decan-8-one (10.0 g, 64.02 mmol) in toluene (300 ml) at room temperature, and the mixture was stirred at 95° C. for 48 hr. The reaction mixture was allowed to cool to room temperature, and the solvent was removed by distillation under reduced pressure. The residue was diluted with ether and hexane, the resultant precipitate was removed by filtration, and the filtrate was concentrated. T... Reactants: C1(CCC2=CC=CC=C12)O (1-indanol), [H-].[Na+] (sodium hydride), ClC=1C2=C(C(N(N1)C)=O)N(C=C2)C2=C(C=C(C=C2)C)C (4-chloro-1-(2,4-dimethylphenyl)-6-methyl-1,6-dihydro-7H-pyrrolo[2,3-d]pyridazin-7-one). The solvent is O (water), CN(C)C=O (DMF). Run at temperature 60 celsius, time 3 hour. The product is C1(CCC2=CC=CC=C12)OC=1C2=C(C(N(N1)C)=O)N(C=C2)C2=C(C=C(C=C2)C)C (4-(2,3-Dihydro-1H-inden-1-yloxy)-1-(2,4-dimethylphenyl)-6-methyl-1,6-dihydro-7H-pyrrolo[2,3-d]-pyridazin-7-one). The yield is 48.4%. Reaction SMILES: [CH:1]1([OH:10])[C:9]2[C:4](=[CH:5][CH:6]=[CH:7][CH:8]=2)[CH2:3][CH2:2]1.[H-].[Na+].Cl[C:14]1[C:15]2[CH:24]=[CH:23][N:22]([C:25]3[CH:30]=[CH:29][C:28]([CH3:31])=[CH:27][C:26]=3[CH3:32])[C:16]=2[C:17](=[O:21])[N:18]([CH3:20])[N:19]=1>CN(C=O)C.O>[CH:1]1([O:10][C:14]2[C:15]3[CH:24]=[CH:23][N:22]([C:25]4[CH:30]=[CH:29][C:28]([CH3:31])=[CH:27][C:26]=4[CH3:32])[C:16]=3[C:17](=[O:21])[N:18]([CH3:20])[N:19]=2)[C:9]2[C:4](=[CH:5][CH:6]=[CH:7][CH:8]=2)[CH2:3][CH2:2]1 |f:1.2|. Procedure: To a solution of 1-indanol (60 mg, 0.45 mmol) in DMF (1 ml) was added sodium hydride (60% in oil, 18 mg, 0.45 mmol). The mixture was stirred for 10 min before addition of 4-chloro-1-(2,4-dimethylphenyl)-6-methyl-1,6-dihydro-7H-pyrrolo[2,3-d]pyridazin-7-one (43.2 mg, 0.15 mmol). The mixture was stirred at 60° C. for 3 hours, then diluted with water (30 ml) and extracted with ethyl acetate (30 ml×2). The extract were combined, washed with water, dried over magnesium sulfate and concentrated in vac... Reactants: CNC(OC1=CC(=C(C=C1)N)C)=O (3-methyl-4-aminophenyl N-methylcarbamate), C(CC)OCC(=O)Cl (n-propoxyacetyl chloride). The product is CNC(OC1=CC(=C(C=C1)NC(COCCC)=O)C)=O (3-methyl-4-(n-propoxyacetamido)phenyl N-methylcarbamate). As a reaction SMILES: [CH3:1][NH:2][C:3](=[O:13])[O:4][C:5]1[CH:10]=[CH:9][C:8]([NH2:11])=[C:7]([CH3:12])[CH:6]=1.[CH2:14]([O:17][CH2:18][C:19](Cl)=[O:20])[CH2:15][CH3:16]>>[CH3:1][NH:2][C:3](=[O:13])[O:4][C:5]1[CH:10]=[CH:9][C:8]([NH:11][C:19](=[O:20])[CH2:18][O:17][CH2:14][CH2:15][CH3:16])=[C:7]([CH3:12])[CH:6]=1. Reported procedure: According to the procedure of Example 5, 3-methyl-4-aminophenyl N-methylcarbamate was reacted with n-propoxyacetyl chloride to yield a viscous oil as the product. Reactants: BrBr (bromine), C(C)(=O)C1=CC=C(OCC(=O)N2CCOCC2)C=C1 (4-(4-acetylphenoxyacetyl)morpholine). Run in C(Cl)(Cl)Cl (chloroform), C(Cl)(Cl)Cl (chloroform). Run at time 1 hour. The product is BrCC(=O)C1=CC=C(OCC(=O)N2CCOCC2)C=C1 (4-[4-(bromoacetyl)phenoxyacetyl]morpholine). Reaction SMILES: [Br:1]Br.[C:3]([C:6]1[CH:21]=[CH:20][C:9]([O:10][CH2:11][C:12]([N:14]2[CH2:19][CH2:18][O:17][CH2:16][CH2:15]2)=[O:13])=[CH:8][CH:7]=1)(=[O:5])[CH3:4]>C(Cl)(Cl)Cl>[Br:1][CH2:4][C:3]([C:6]1[CH:21]=[CH:20][C:9]([O:10][CH2:11][C:12]([N:14]2[CH2:19][CH2:18][O:17][CH2:16][CH2:15]2)=[O:13])=[CH:8][CH:7]=1)=[O:5]. Reported procedure: A solution of bromine (8.0g.) in chloroform (30ml.) was added dropwise to a stirred solution of 4-(4-acetylphenoxyacetyl)morpholine (13.15g.) in chloroform (120ml.) at 35° C. After 1 hour, the reaction mixture was filtered and the filtrate was washed with water (2 × 30ml.), dried and evaporated. The residue was recrystallised from methanol/ether to give 4-[4-(bromoacetyl)phenoxyacetyl]morpholine, m.p. 105°-107° C. Reactants: COC1=C(CN2[C@H]3C\C=C/C[C@@H](C2=O)N(C3=O)C3=CC2=CC=CC=C2C=C3)C=CC(=C1)OC (Z-(1S,6S)-7-(2,4-Dimethoxy-benzyl)-9-naphthalen-2-yl-7,9-diaza-bicyclo[4.2.2]dec-3-ene-8,10-dione), C(C)(=O)OCC (ethyl acetate), microwave, C(C)(=O)OCC (ethyl acetate). Run in FC(C(=O)O)(F)F (trifluoroacetic acid), CCCCCCC (heptane), C1(=CC=CC=C1)SC (thioanisol). Yields the product C1=C(C=CC2=CC=CC=C12)N1[C@H]2C\C=C/C[C@@H](C1=O)NC2=O (Z-(1S,6S)-7-naphthalen-2-yl-7,9-diaza-bicyclo[4.2.2]dec-3-ene-8,10-dione). Reaction SMILES: COC1C=C(OC)C=CC=1C[N:6]1[C:13](=[O:14])[C@H:12]2[N:15]([C:18]3[CH:27]=[CH:26][C:25]4[C:20](=[CH:21][CH:22]=[CH:23][CH:24]=4)[CH:19]=3)[C:16](=[O:17])[C@@H:7]1[CH2:8][CH:9]=[CH:10][CH2:11]2.C(OCC)(=O)C>FC(F)(F)C(O)=O.C1(SC)C=CC=CC=1.CCCCCCC>[CH:19]1[C:20]2[C:25](=[CH:24][CH:23]=[CH:22][CH:21]=2)[CH:26]=[CH:27][C:18]=1[N:15]1[C:16](=[O:17])[C@H:7]2[NH:6][C:13](=[O:14])[C@@H:12]1[CH2:11][CH:10]=[CH:9][CH2:8]2. Procedure: Z-(1S,6S)-7-(2,4-Dimethoxy-benzyl)-9-naphthalen-2-yl-7,9-diaza-bicyclo[4.2.2]dec-3-ene-8,10-dione (0.180, 0.406 mmol) was placed in a CEM microwave 10-mL pressure-rated tube and was dissolved in trifluoroacetic acid (4.25 mL) and thioanisol (0.05 mL). The reaction mixture was capped and heated in a CEM discover system laboratory microwave at 120° C. for 0.5 hours. The reaction mixture was poured into a 100 mL round bottom flask and Celite® (approximately 5 g) and ethyl acetate (20 mL) were added... The reactants are C(C)(C)(C)OC(N(CCC)[C@@H]1CC2=CC=C(C=C2CC1)NS(=O)(=O)C1=CC=C(C=C1)OC(F)F)=O ([(S)-6-(4-Difluoromethoxy-benzenesulfonylamino)-1,2,3,4-tetrahydro-naphthalen-2-yl]-propyl-carbamic acid tert-butyl ester), ClCCl (dichloromethane), FC(C(=O)O)(F)F (Trifluoroacetic acid). Reaction conditions: time 1 hour. Yields the product Cl.FC(OC1=CC=C(C=C1)S(=O)(=O)NC1=CC=2CC[C@@H](CC2C=C1)NCCC)F (4-Difluoromethoxy-N-((S)-6-propylamino-5,6,7,8-tetrahydro-naphthalen-2-yl)benzenesulfonamide, hydrochloride). The yield is 77.0%. RXN SMILES: C(OC(=O)[N:7]([C@H:11]1[CH2:20][CH2:19][C:18]2[C:13](=[CH:14][CH:15]=[C:16]([NH:21][S:22]([C:25]3[CH:30]=[CH:29][C:28]([O:31][CH:32]([F:34])[F:33])=[CH:27][CH:26]=3)(=[O:24])=[O:23])[CH:17]=2)[CH2:12]1)[CH2:8][CH2:9][CH3:10])(C)(C)C.FC(F)(F)C(O)=O.[Cl:43]CCl>>[ClH:43].[F:34][CH:32]([F:33])[O:31][C:28]1[CH:29]=[CH:30][C:25]([S:22]([NH:21][C:16]2[CH:15]=[CH:14][C:13]3[CH2:12][C@@H:11]([NH:7][CH2:8][CH2:9][CH3:10])[CH2:20][CH2:19][C:18]=3[CH:17]=2)(=[O:24])=[O:23])=[CH:26][CH:27]=1 |f:3.4|. Procedure details: [(S)-6-(4-Difluoromethoxy-benzenesulfonylamino)-1,2,3,4-tetrahydro-naphthalen-2-yl]-propyl-carbamic acid tert-butyl ester (2.08 g, 4.07 mmol) were dissolved in dichloromethane (100 ml). Trifluoroacetic acid (10 ml) was added and the reaction mixture was stirred at room temperature for 1 hour. The reaction mixture was evaporated to dryness. Diethyl ether (100 ml) was added and the mixture was extracted with saturated NaHCO3 solution. To the organic layer was added ethereal hydrochloride solution ...